This data is from the Open Reaction Database (ORD), a public repository of structured organic reaction records. The task is: describe an organic reaction: reactants, conditions, products, and yield The reactants are ClC1=CC(=NC=C1)I (4-chloro-2-iodo-pyridine), C(=O)([O-])[O-].[Na+].[Na+] (Na2CO3), FC1=C(C=CC=C1)B(O)O (2-fluorophenylboronic acid). Reagents/catalysts: C1=CC=C(C=C1)P([C-]2C=CC=C2)C3=CC=CC=C3.C1=CC=C(C=C1)P([C-]2C=CC=C2)C3=CC=CC=C3.Cl[Pd]Cl.[Fe+2] (PdCl2(dppf)). The solvent is C1(=CC=CC=C1)C (toluene), CCO (EtOH). Conditions: temperature 105 celsius, time 1 hour. Product: ClC1=CC(=NC=C1)C1=C(C=CC=C1)F (4-Chloro-2-(2-fluoro-phenyl)-pyridine). Isolated yield 72.8%. RXN SMILES: [F:1][C:2]1[CH:7]=[CH:6][CH:5]=[CH:4][C:3]=1B(O)O.[Cl:11][C:12]1[CH:17]=[CH:16][N:15]=[C:14](I)[CH:13]=1.C([O-])([O-])=O.[Na+].[Na+]>CCO.C1(C)C=CC=CC=1.C1C=CC(P(C2C=CC=CC=2)[C-]2C=CC=C2)=CC=1.C1C=CC(P(C2C=CC=CC=2)[C-]2C=CC=C2)=CC=1.Cl[Pd]Cl.[Fe+2]>[Cl:11][C:12]1[CH:17]=[CH:16][N:15]=[C:14]([C:3]2[CH:4]=[CH:5][CH:6]=[CH:7][C:2]=2[F:1])[CH:13]=1 |f:2.3.4,7.8.9.10|. Procedure details: A mixture of 2-fluorophenylboronic acid (141 mg, 1 mmol, 1.2 eq) in EtOH (1 mL) is added to a mixture of 4-chloro-2-iodo-pyridine [Choppin, S.; Gros, P.; Fort, Y., European Journal of Organic Chemistry (2001), (3), 603-606] (200 mg, 0.84 mmol), PdCl2(dppf) (18 mg, 0.025 mmol, 0.03 equiv) and Na2CO3 (2 M solution in H2O, 1.68 mL, 3.36 mmol, 4 equiv) in toluene (2 mL) at 105° C., under an argon atmosphere. The reaction mixture is stirred at 105° C. for 1 h, allowed to cool to rt, quenched by addit...